Task: describe an organic reaction: reactants, conditions, products, and yield. Dataset: the Open Reaction Database (ORD), a public repository of structured organic reaction records The reactants are O=C(c1ccccc1)C(Br)OCc1ccccc1, O=C([O-])[O-], N#Cc1cc(Cl)ccc1O, [K+], [K+], CN(C)C=O. Yields the product N#Cc1cc(Cl)ccc1OC(OCc1ccccc1)C(=O)c1ccccc1. Reaction SMILES: [Br:17][CH:18]([C:19](=[O:20])[c:21]1[cH:22][cH:23][cH:24][cH:25][cH:26]1)[O:27][CH2:28][c:29]1[cH:30][cH:31][cH:32][cH:33][cH:34]1.[C:1](=[O:2])([O-:3])[O-:4].[Cl:7][c:8]1[cH:9][c:10]([C:15]#[N:16])[c:11]([OH:14])[cH:12][cH:13]1.[K+:5].[K+:6].[O:35]=[CH:36][N:37]([CH3:38])[CH3:39]>>[Cl:7][c:8]1[cH:9][c:10]([C:15]#[N:16])[c:11]([O:14][CH:18]([C:19](=[O:20])[c:21]2[cH:22][cH:23][cH:24][cH:25][cH:26]2)[O:27][CH2:28][c:29]2[cH:30][cH:31][cH:32][cH:33][cH:34]2)[cH:12][cH:13]1. The reactants are C(C)OC(=O)C=1N(C2=CC=C(C=C2C1)Br)CC1=CC=C(C=C1)[N+](=O)[O-] (5-bromo-1-(4-nitro-benzyl)-1H-indole-2-carboxylic acid ethyl ester), C[O-].C(CCC)[Sn+](CCCC)CCCC (tributyltin methoxide), C(C)(=O)OC(=C)C (isopropenyl acetate), C1(=C(C=CC=C1)P(C1=C(C=CC=C1)C)C1=C(C=CC=C1)C)C (tri-o-tolylphosphine). The reagents and catalysts are C(C)(=O)[O-].[Pd+2].C(C)(=O)[O-] (palladium (II) acetate). Run in C1(=CC=CC=C1)C (toluene). Product: C(C)OC(=O)C=1N(C2=CC=C(C=C2C1)CC(C)=O)CC1=CC=C(C=C1)[N+](=O)[O-] (1-(4-Nitro-benzyl)-5-(2-oxo-propyl)-1H-indole-2-carboxylic Acid Ethyl Ester). Yield: 61.8%. Reaction SMILES: [CH2:1]([O:3][C:4]([C:6]1[N:7]([CH2:16][C:17]2[CH:22]=[CH:21][C:20]([N+:23]([O-:25])=[O:24])=[CH:19][CH:18]=2)[C:8]2[C:13]([CH:14]=1)=[CH:12][C:11](Br)=[CH:10][CH:9]=2)=[O:5])[CH3:2].C[O-].C([Sn+](CCCC)CCCC)CCC.C([O:44][C:45]([CH3:47])=[CH2:46])(=O)C.C1(C)C=CC=CC=1P(C1C=CC=CC=1C)C1C=CC=CC=1C>C1(C)C=CC=CC=1.C([O-])(=O)C.[Pd+2].C([O-])(=O)C>[CH2:1]([O:3][C:4]([C:6]1[N:7]([CH2:16][C:17]2[CH:22]=[CH:21][C:20]([N+:23]([O-:25])=[O:24])=[CH:19][CH:18]=2)[C:8]2[C:13]([CH:14]=1)=[CH:12][C:11]([CH2:46][C:45](=[O:44])[CH3:47])=[CH:10][CH:9]=2)=[O:5])[CH3:2] |f:1.2,6.7.8|. Procedure: A solution of 5-bromo-1-(4-nitro-benzyl)-1H-indole-2-carboxylic acid ethyl ester (3.28 g, 8.13 mmol), tributyltin methoxide (3.92 g, 3.51 ml, 12.2 mmol), isopropenyl acetate (1.22 g, 1.34 ml, 12.2 mmol), palladium (II) acetate (91 mg, 0.41 mmol) and tri-o-tolylphosphine (248 mg, 0.813 mmol) in toluene (10 ml) was heated at about 95° C. under nitrogen for about 3 hours. The reaction solution was cooled, concentrated in vacuo, and subjected to flash chromatography on silica (200 g, gradient from 1... Reactants: CC(=O)[O-], CC(=O)[O-], CB(O)O, Cc1ccccc1, CCOC(C)=O, CC(=O)N(Cc1cc(C(F)(F)F)cc(C(F)(F)F)c1)C1CCCN(C(=O)OC(C)C)c2cc(C)c(Br)cc21, COc1cccc(OC)c1-c1ccccc1P(C1CCCCC1)C1CCCCC1, [K+], [K+], [K+], O, O=P([O-])([O-])[O-], [Pd+2]. Product: CC(=O)N(Cc1cc(C(F)(F)F)cc(C(F)(F)F)c1)C1CCCN(C(=O)OC(C)C)c2cc(C)c(C)cc21. As a reaction SMILES: [C:94]([O-:95])(=[O:96])[CH3:97].[C:99]([O-:100])(=[O:101])[CH3:102].[CH3:39][B:40]([OH:41])[OH:42].[CH3:81][c:82]1[cH:83][cH:84][cH:85][cH:86][cH:87]1.[CH3:88][CH2:89][O:90][C:91](=[O:92])[CH3:93].[CH:1]([CH3:2])([CH3:3])[O:4][C:5](=[O:6])[N:7]1[c:8]2[c:9]([cH:33][c:34]([Br:38])[c:35]([CH3:37])[cH:36]2)[CH:10]([N:14]([CH2:15][c:16]2[cH:17][c:18]([C:26]([F:27])([F:28])[F:29])[cH:19][c:20]([C:22]([F:23])([F:24])[F:25])[cH:21]2)[C:30]([CH3:31])=[O:32])[CH2:11][CH2:12][CH2:13]1.[CH:43]1([P:44]([CH:45]2[CH2:46][CH2:47][CH2:48][CH2:49][CH2:50]2)[c:51]2[cH:52][cH:53][cH:54][cH:55][c:56]2-[c:57]2[c:58]([O:59][CH3:60])[cH:61][cH:62][cH:63][c:64]2[O:65][CH3:66])[CH2:67][CH2:68][CH2:69][CH2:70][CH2:71]1.[K+:78].[K+:79].[K+:80].[OH2:72].[P:73]([O-:74])([O-:75])([O-:76])=[O:77].[Pd+2:98]>>[CH:1]([CH3:2])([CH3:3])[O:4][C:5](=[O:6])[N:7]1[c:8]2[c:9]([cH:33][c:34]([CH3:39])[c:35]([CH3:37])[cH:36]2)[CH:10]([N:14]([CH2:15][c:16]2[cH:17][c:18]([C:26]([F:27])([F:28])[F:29])[cH:19][c:20]([C:22]([F:23])([F:24])[F:25])[cH:21]2)[C:30]([CH3:31])=[O:32])[CH2:11][CH2:12][CH2:13]1. Reactants: ice water, C(C)OC(=O)C=1N(N=C(C1)C1=NC=C(C=C1F)Cl)C (5-(5-Chloro-3-fluoro-2-pyridyl)-2-methyl-[2H]-pyrazole-3-carboxylic Acid Ethyl Ester), C(C)(=O)[O-].[Na+] (sodium acetate), ClCl (chlorine). The solvent is C(C)(=O)O (acetic acid). Product: C(C)OC(=O)C=1N(N=C(C1Cl)C1=NC=C(C=C1F)Cl)C (5-(5-Chloro-3-fluoro-2-pyridyl)-4-chloro-2-methyl-[2H]-pyrazole-3-carboxylic Acid Ethyl Ester). The yield is 95.0%. Reaction SMILES: [CH2:1]([O:3][C:4]([C:6]1[N:7]([CH3:19])[N:8]=[C:9]([C:11]2[C:16]([F:17])=[CH:15][C:14]([Cl:18])=[CH:13][N:12]=2)[CH:10]=1)=[O:5])[CH3:2].C([O-])(=O)C.[Na+].[Cl:25]Cl>C(O)(=O)C>[CH2:1]([O:3][C:4]([C:6]1[N:7]([CH3:19])[N:8]=[C:9]([C:11]2[C:16]([F:17])=[CH:15][C:14]([Cl:18])=[CH:13][N:12]=2)[C:10]=1[Cl:25])=[O:5])[CH3:2] |f:1.2|. Reported procedure: 22.9 g of 5-(5-chloro-3-fluoro-2-pyridyl)-2-methyl-[2H]-pyrazole-3-carboxylic acid ethyl ester (Example P19) are introduced together with 19.9 g of sodium acetate into 300 ml of glacial acetic acid at a temperature of 65° C. With stirring, 6.3 g of chlorine gas are passed over the solution at that temperature in the course of 1 hour. The reaction mixture is then poured into 2.5 liters of ice-water and subsequently stirred for 20 minutes. The resulting precipitate is filtered off, washed with ice... The reactants are [Al+3], CC(C)(C)OC(=O)N1CC(O[Si](C)(C)C(C)(C)C)CC1COS(C)(=O)=O, [H-], [H-], [H-], [H-], [Li+], [Na+], C1CCOC1, [OH-], O. The product is CC1CC(O[Si](C)(C)C(C)(C)C)CN1C(=O)OC(C)(C)C. As a reaction SMILES: [Al+3:28].[C:1]([CH3:2])([CH3:3])([CH3:4])[Si:5]([O:6][CH:7]1[CH2:8][CH:9]([CH2:19][O:20][S:21]([CH3:22])(=[O:23])=[O:24])[N:10]([C:12](=[O:13])[O:14][C:15]([CH3:16])([CH3:17])[CH3:18])[CH2:11]1)([CH3:25])[CH3:26].[H-:27].[H-:30].[H-:31].[H-:32].[Li+:29].[Na+:35].[O:36]1[CH2:37][CH2:38][CH2:39][CH2:40]1.[OH-:34].[OH2:33]>>[C:1]([CH3:2])([CH3:3])([CH3:4])[Si:5]([O:6][CH:7]1[CH2:8][CH:9]([CH3:19])[N:10]([C:12](=[O:13])[O:14][C:15]([CH3:16])([CH3:17])[CH3:18])[CH2:11]1)([CH3:25])[CH3:26]. Starting materials: CN(CCCNC(=S)NN)C (N-(3-dimethylaminopropyl)hydrazinecarbothioamide), [N+](=O)([O-])C1=CC=C(O1)C=O (5-nitro-2-furaldehyde), CS(=O)(=O)O (methanesulfonic acid), C(C)(C)O (isopropanol). Procedure details: N-(3-dimethylaminopropyl)hydrazinecarbothioamide (0.12 g) was reacted with 5-nitro-2-furaldehyde (0.15 g) in 5 ml ethanol at reflux for 15 minutes. The mixture was cooled and treated with methanesulfonic acid (0.055 ml) and isopropanol and stored at 4° C. to give 0.15 g of the title compound as orange needles, mp 184°-187° C. Reaction SMILES: [CH3:1][N:2]([CH3:11])[CH2:3][CH2:4][CH2:5][NH:6][C:7]([NH:9][NH2:10])=[S:8].[N+:12]([C:15]1[O:19][C:18]([CH:20]=O)=[CH:17][CH:16]=1)([O-:14])=[O:13].[CH3:22][S:23]([OH:26])(=[O:25])=[O:24].C(O)(C)C>C(O)C>[CH3:22][S:23]([OH:26])(=[O:25])=[O:24].[N+:12]([C:15]1[O:19][C:18]([CH:20]=[N:10][NH:9][C:7](=[S:8])[NH:6][CH2:5][CH2:4][CH2:3][N:2]([CH3:1])[CH3:11])=[CH:17][CH:16]=1)([O-:14])=[O:13] |f:5.6|. Yields the product CS(=O)(=O)O.[N+](=O)([O-])C1=CC=C(O1)C=NNC(NCCCN(C)C)=S (2-(5-Nitro-2-furanylmethylidene)-N-(3-dimethylaminopropyl)hydrazinecarbothioamide methanesulfonate). The solvent is C(C)O (ethanol). Reaction SMILES: [CH2:8]([C:9]#[CH:10])[O:11][c:12]1[c:13]([O:21][CH3:22])[cH:14][c:15]([C:16](=[O:17])[OH:18])[cH:19][cH:20]1.[CH3:1][c:2]1[cH:3][cH:4][cH:5][cH:6][cH:7]1.[O:27]=[CH:28][N:29]([CH3:30])[CH3:31].[S:23]([Cl:24])([Cl:25])=[O:26]>>[CH2:8]([C:9]#[CH:10])[O:11][c:12]1[c:13]([O:21][CH3:22])[cH:14][c:15]([C:16](=[O:17])[Cl:25])[cH:19][cH:20]1. Product: C#CCOc1ccc(C(=O)Cl)cc1OC. Reactants: C#CCOc1ccc(C(=O)O)cc1OC, Cc1ccccc1, CN(C)C=O, O=S(Cl)Cl. Reactants: O=C(O)c1cccc2nc(Br)sc12, O=C([O-])O, COCCOC, [Cu]I, [Na+], O, OB(O)c1ccccc1, c1ccc(P(c2ccccc2)(c2ccccc2)[Pd](P(c2ccccc2)(c2ccccc2)c2ccccc2)(P(c2ccccc2)(c2ccccc2)c2ccccc2)P(c2ccccc2)(c2ccccc2)c2ccccc2)cc1. The product is O=C(O)c1cccc2nc(-c3ccccc3)sc12. As a reaction SMILES: [Br:6][c:7]1[s:8][c:9]2[c:10]([n:11]1)[cH:12][cH:13][cH:14][c:15]2[C:16](=[O:17])[OH:18].[C:1](=[O:2])([OH:3])[O-:4].[CH2:29]([CH2:30][O:31][CH3:32])[O:33][CH3:34].[Cu:112][I:113].[Na+:5].[OH2:28].[c:19]1([B:25]([OH:26])[OH:27])[cH:20][cH:21][cH:22][cH:23][cH:24]1.[cH:35]1[cH:36][cH:37][c:38]([P:39]([Pd:40]([P:41]([c:42]2[cH:43][cH:44][cH:45][cH:46][cH:47]2)([c:48]2[cH:49][cH:50][cH:51][cH:52][cH:53]2)[c:54]2[cH:55][cH:56][cH:57][cH:58][cH:59]2)([P:60]([c:61]2[cH:62][cH:63][cH:64][cH:65][cH:66]2)([c:67]2[cH:68][cH:69][cH:70][cH:71][cH:72]2)[c:73]2[cH:74][cH:75][cH:76][cH:77][cH:78]2)[P:79]([c:80]2[cH:81][cH:82][cH:83][cH:84][cH:85]2)([c:86]2[cH:87][cH:88][cH:89][cH:90][cH:91]2)[c:92]2[cH:93][cH:94][cH:95][cH:96][cH:97]2)([c:98]2[cH:99][cH:100][cH:101][cH:102][cH:103]2)[c:104]2[cH:105][cH:106][cH:107][cH:108][cH:109]2)[cH:110][cH:111]1>>[c:7]1(-[c:19]2[cH:20][cH:21][cH:22][cH:23][cH:24]2)[s:8][c:9]2[c:10]([n:11]1)[cH:12][cH:13][cH:14][c:15]2[C:16](=[O:17])[OH:18].